From a dataset of the Open Reaction Database (ORD), a public repository of structured organic reaction records. describe an organic reaction: reactants, conditions, products, and yield The reactants are S(=S)(=O)([O-])[O-].[Na+].[Na+] (sodium thiosulfate), BrC=1N=C2C(=NC1)NC=C2 (2-bromo-5H-pyrrolo[2,3-b]pyrazine), II (iodine), [OH-].[K+] (potassium hydroxide). Solvent: C(C)(=O)OCC (ethyl acetate), O (water), CN(C=O)C (N,N-dimethylformamide). Reaction conditions: time 10 minute. Yields the product BrC=1N=C2C(=NC1)NC=C2I (2-bromo-7-iodo-5H-pyrrolo[2,3-b]pyrazine). As a reaction SMILES: [Br:1][C:2]1[N:3]=[C:4]2[CH:10]=[CH:9][NH:8][C:5]2=[N:6][CH:7]=1.[OH-].[K+].[I:13]I.S([O-])([O-])(=O)=S.[Na+].[Na+]>CN(C)C=O.C(OCC)(=O)C.O>[Br:1][C:2]1[N:3]=[C:4]2[C:10]([I:13])=[CH:9][NH:8][C:5]2=[N:6][CH:7]=1 |f:1.2,4.5.6|. Procedure: 1.5 g of 2-bromo-5H-pyrrolo[2,3-b]pyrazine (7.57 mmol, 1 eq) was dissolved in 20 ml of N,N-dimethylformamide. 1.27 g of crushed potassium hydroxide pellets (22.7 mmol, 3 eq) were then added and the mixture was stirred for 10 min. The reaction flask was cooled in an ice bath and 1.92 g of iodine (7.57 mmol, 1 eq) was added in several portions over 1 hr. After 30 min. more the reaction was complete and about 10 ml 1M sodium thiosulfate solution, water and ethyl acetate were added. The layers were ... Reactants: BrC1=C(C2=C(S1(=O)=O)C=C(C=C2)OC)OC2=CC=C(C=C2)Br (2-bromo-3-(4-bromophenoxy)-6-methoxybenzo[b]thiophene 1,1-dioxide), [BH4-].[Na+] (NaBH4). Solvent: CO (MeOH), CS(=O)C (DMSO). Run at time 3 hour. The product is BrC1=CC=C(OC=2C3=C(S(C2)(=O)=O)C=C(C=C3)OC)C=C1 (3-(4-bromophenoxy)-6-methoxybenzo[b]thiophene 1,1-dioxide). Yield: 96.8%. Reaction SMILES: Br[C:2]1[S:6](=[O:8])(=[O:7])[C:5]2[CH:9]=[C:10]([O:13][CH3:14])[CH:11]=[CH:12][C:4]=2[C:3]=1[O:15][C:16]1[CH:21]=[CH:20][C:19]([Br:22])=[CH:18][CH:17]=1.[BH4-].[Na+]>CO.CS(C)=O>[Br:22][C:19]1[CH:20]=[CH:21][C:16]([O:15][C:3]2[C:4]3[CH:12]=[CH:11][C:10]([O:13][CH3:14])=[CH:9][C:5]=3[S:6](=[O:8])(=[O:7])[CH:2]=2)=[CH:17][CH:18]=1 |f:1.2|. Procedure: To a solution of 2-bromo-3-(4-bromophenoxy)-6-methoxybenzo[b]thiophene 1,1-dioxide (3.10 g, 6.95 mmol) in MeOH (10 mL) and DMSO (30 mL) was added NaBH4 (0.789 g, 20.85 mmol). The mixture was stirred at room temperature for 3 h after which time the reaction was quenched with water and diluted with DCM. The organic layer was collected (phase separator) and concentrated to provide 3-(4-bromophenoxy)-6-methoxybenzo[b]thiophene 1,1-dioxide (2.47 g, 6.73 mmol, 97% yield) as an off white solid which wa... Starting materials: OCCc1cc(OC(F)(F)F)cc(Br)c1O, C1CCOC1, c1ccc(P(c2ccccc2)c2ccccc2)cc1. The product is FC(F)(F)Oc1cc(Br)c2c(c1)CCO2. RXN SMILES: [Br:20][c:21]1[c:22]([OH:35])[c:23]([CH2:32][CH2:33][OH:34])[cH:24][c:25]([O:27][C:28]([F:29])([F:30])[F:31])[cH:26]1.[O:36]1[CH2:37][CH2:38][CH2:39][CH2:40]1.[c:1]1([P:2]([c:3]2[cH:4][cH:5][cH:6][cH:7][cH:8]2)[c:9]2[cH:10][cH:11][cH:12][cH:13][cH:14]2)[cH:15][cH:16][cH:17][cH:18][cH:19]1>>[Br:20][c:21]1[c:22]2[c:23]([cH:24][c:25]([O:27][C:28]([F:29])([F:30])[F:31])[cH:26]1)[CH2:32][CH2:33][O:35]2. Reactants: ClC=1C(=NC=CN1)N1CCN(CC1)CC=1C=NN(C1C)CC (3′-chloro-4-(1-ethyl-5-methyl-1H-pyrazol-4-ylmethyl)-3,4,5,6-tetrahydro-2H-[1,2′]bipyrazinyl), O (water), C([O-])([O-])=O.[K+].[K+] (potassium carbonate), C(#N)CC1=CC=C(C=C1)B(O)O ((4-Cyanomethylphenyl)boronic acid). The reagents and catalysts are C=1C=CC(=CC1)[P](C=2C=CC=CC2)(C=3C=CC=CC3)[Pd]([P](C=4C=CC=CC4)(C=5C=CC=CC5)C=6C=CC=CC6)([P](C=7C=CC=CC7)(C=8C=CC=CC8)C=9C=CC=CC9)[P](C=1C=CC=CC1)(C=1C=CC=CC1)C=1C=CC=CC1 (tetrakis(triphenylphosphine)palladium(0)). The solvent is CN(C(C)=O)C (N,N-dimethylacetamide). Reaction conditions: temperature 70 celsius. The product is Cl.C(C)N1N=CC(=C1C)CN1CCN(CC1)C1=NC=CN=C1C1=CC=C(C=C1)CC#N ({4-[4-(1-Ethyl-5-methyl-1H-pyrazol-4-ylmethyl)-3,4,5,6-tetrahydro-2H-[1,2′]bipyrazinyl-3′-yl]-phenyl}-acetonitrile hydrochloride). Yield: 47.9%. Reaction SMILES: [Cl:1][C:2]1[C:3]([N:8]2[CH2:13][CH2:12][N:11]([CH2:14][C:15]3[CH:16]=[N:17][N:18]([CH2:21][CH3:22])[C:19]=3[CH3:20])[CH2:10][CH2:9]2)=[N:4][CH:5]=[CH:6][N:7]=1.C(=O)([O-])[O-].[K+].[K+].[C:29]([CH2:31][C:32]1[CH:37]=[CH:36][C:35](B(O)O)=[CH:34][CH:33]=1)#[N:30].O>CN(C)C(=O)C.C1C=CC([P]([Pd]([P](C2C=CC=CC=2)(C2C=CC=CC=2)C2C=CC=CC=2)([P](C2C=CC=CC=2)(C2C=CC=CC=2)C2C=CC=CC=2)[P](C2C=CC=CC=2)(C2C=CC=CC=2)C2C=CC=CC=2)(C2C=CC=CC=2)C2C=CC=CC=2)=CC=1>[ClH:1].[CH2:21]([N:18]1[C:19]([CH3:20])=[C:15]([CH2:14][N:11]2[CH2:12][CH2:13][N:8]([C:3]3[C:2]([C:35]4[CH:36]=[CH:37][C:32]([CH2:31][C:29]#[N:30])=[CH:33][CH:34]=4)=[N:7][CH:6]=[CH:5][N:4]=3)[CH2:9][CH2:10]2)[CH:16]=[N:17]1)[CH3:22] |f:1.2.3,8.9,^1:51,53,72,91|. Procedure: Combine 3′-chloro-4-(1-ethyl-5-methyl-1H-pyrazol-4-ylmethyl)-3,4,5,6-tetrahydro-2H-[1,2′]bipyrazinyl (0.300 g, 0.935 mmol), potassium carbonate (0.310 g, 2.24 mmol), (4-Cyanomethylphenyl)boronic acid (0.180 g, 1.12 mmol), and tetrakis(triphenylphosphine)palladium(0) (0.011 g, 0.009 mmol) in N,N-dimethylacetamide (1.9 mL). Add water (940 μL), and reflux reaction for 6 hr. Continue to heat at 70° C. for 18 hr. Add DCM and wash with water. Extract water layer three times with DCM. Dry combined orga... Starting materials: OCc1ccc(Cl)cc1F, C1CCOC1, O=S(Cl)Cl, c1ccncc1. Yields the product Fc1cc(Cl)ccc1CCl. As a reaction SMILES: [Cl:1][c:2]1[cH:3][c:4]([F:10])[c:5]([CH2:6][OH:7])[cH:8][cH:9]1.[O:15]1[CH2:16][CH2:17][CH2:18][CH2:19]1.[S:11]([Cl:12])([Cl:13])=[O:14].[cH:20]1[cH:21][cH:22][n:23][cH:24][cH:25]1>>[Cl:1][c:2]1[cH:3][c:4]([F:10])[c:5]([CH2:6][Cl:13])[cH:8][cH:9]1. The reactants are C(#N)C1=CC(=C(C=C1)NC1=CC=C(C(=O)OC)C=C1)[N+](=O)[O-] (methyl 4-[(4-cyano-2-nitrophenyl)amino]benzoate), O.NN (hydrazine hydrate), C(=O)O (formic acid). Reagents/catalysts: [Pd] (palladium on carbon). Solvent: C(C)O (ethanol), C(OC)(OC)OC (trimethyl orthoformate). The product is C(#N)C1=CC2=C(N(C=N2)C2=CC=C(C(=O)OC)C=C2)C=C1 (methyl 4-(5-cyano-1H-benzimidazol-1-yl)benzoate). Yield: 64.6%. Reaction SMILES: [C:1]([C:3]1[CH:8]=[CH:7][C:6]([NH:9][C:10]2[CH:19]=[CH:18][C:13]([C:14]([O:16][CH3:17])=[O:15])=[CH:12][CH:11]=2)=[C:5]([N+:20]([O-])=O)[CH:4]=1)#[N:2].O.NN.[CH:26](O)=O>C(O)C.[Pd].C(OC)(OC)OC>[C:1]([C:3]1[CH:8]=[CH:7][C:6]2[N:9]([C:10]3[CH:19]=[CH:18][C:13]([C:14]([O:16][CH3:17])=[O:15])=[CH:12][CH:11]=3)[CH:26]=[N:20][C:5]=2[CH:4]=1)#[N:2] |f:1.2|. Procedure: A mixture of 4-fluoro-3-nitrobenzonitrile (2.00 g, 12.04 mmol) and methyl 4-aminobenzoate (1.94 g, 12.83 mmol) in DMSO (40 mL) was cooled in an ice-bath and potassium tert-butoxide (2.96 g, 26.38 mmol) was added over 15 min. The reaction mixture was allowed to stir at room temperature for 3 h. The reaction mixture was quenched with ice; the solid product was recovered by filtration, washed with water and dried under vacuum to afford 2.4 g (68%) of methyl 4-[(4-cyano-2-nitrophenyl)amino]benzoate.... Reactants: solution, CCOCC (ether), C(C1=CC=CC=C1)OC(=O)N1N(CC(C1)=O)C(CC1=CC=C(C=C1)F)=O (2-[2-(4-Fluorophenyl)acetyl]-4-oxo-pyrazolidine-1-carboxylic acid benzyl ester). The solvent is C1CCOC1 (THF). Reaction conditions: temperature -78 celsius, time 1 hour. Yields the product C(C1=CC=CC=C1)OC(=O)N1N(CC(C1)O)C(CC1=CC=C(C=C1)F)=O (2-[2-(4-fluorophenyl)acetyl]4-hydroxy-pyrazolidine-1-carboxylic acid benzyl ester). Yield: 73.0%. As a reaction SMILES: [CH2:1]([O:8][C:9]([N:11]1[CH2:15][C:14](=[O:16])[CH2:13][N:12]1[C:17](=[O:26])[CH2:18][C:19]1[CH:24]=[CH:23][C:22]([F:25])=[CH:21][CH:20]=1)=[O:10])[C:2]1[CH:7]=[CH:6][CH:5]=[CH:4][CH:3]=1.CCOCC>C1COCC1>[CH2:1]([O:8][C:9]([N:11]1[CH2:15][CH:14]([OH:16])[CH2:13][N:12]1[C:17](=[O:26])[CH2:18][C:19]1[CH:24]=[CH:23][C:22]([F:25])=[CH:21][CH:20]=1)=[O:10])[C:2]1[CH:7]=[CH:6][CH:5]=[CH:4][CH:3]=1. Reported procedure: 2-[2-(4-Fluorophenyl)acetyl]-4-oxo-pyrazolidine-1-carboxylic acid benzyl ester, 11, (1.0 g, 2.81 mmol) is dissolved in THF (30 mL) and the solution cooled to −78° C. A S 5.0M solution of borane-dimethyl sulfide complex in ether (1.2 mL, 5.61 mmol) is added dropwise. After 1 hour at −78° C., the reaction is quenched by slow addition of NH4Cl (sat. aq.) (10 mL). The cooling bath is then removed, and the mixture allowed to warm to room temperature with vigorous stirring. The THF is removed in vacuo... The reactants are C(C)(C)(C)C1=C(C=C(C=C1)C(=O)OC)NC(CC(CCCCC)C1=C(C=C(C=C1)C=O)OC)=O (N-(2-t-butyl-5-methoxycarbonylphenyl)-3-(4-formyl-2-methoxyphenyl)octanamide), C(CC)[Mg]Br (propylmagnesium bromide). Yields the product C(C)(C)(C)C1=C(C=C(C=C1)C(=O)O)NC(CC(CCCCC)C1=C(C=C(C=C1)CCCC)OC)=O (N-(2-t-Butyl-5-carboxyphenyl)-3-(4-butyl-2-methoxyphenyl)octanamide). Reaction SMILES: [C:1]([C:5]1[CH:10]=[CH:9][C:8]([C:11]([O:13]C)=[O:12])=[CH:7][C:6]=1[NH:15][C:16](=[O:34])[CH2:17][CH:18]([C:24]1[CH:29]=[CH:28][C:27]([CH:30]=O)=[CH:26][C:25]=1[O:32][CH3:33])[CH2:19][CH2:20][CH2:21][CH2:22][CH3:23])([CH3:4])([CH3:3])[CH3:2].[CH2:35]([Mg]Br)[CH2:36][CH3:37]>>[C:1]([C:5]1[CH:10]=[CH:9][C:8]([C:11]([OH:13])=[O:12])=[CH:7][C:6]=1[NH:15][C:16](=[O:34])[CH2:17][CH:18]([C:24]1[CH:29]=[CH:28][C:27]([CH2:30][CH2:35][CH2:36][CH3:37])=[CH:26][C:25]=1[O:32][CH3:33])[CH2:19][CH2:20][CH2:21][CH2:22][CH3:23])([CH3:3])([CH3:4])[CH3:2]. Procedure: Following a similar procedure to that described in Preparation 64A(i), but using N-(2-t-butyl-5-methoxycarbonylphenyl)-3-(4-formyl-2-methoxyphenyl)octanamide (prepared as described in Preparation 63A) and propylmagnesium bromide, the title compound was obtained as a foam-like substance. Starting materials: BrCCl (bromochloromethane), COC(=O)[C@@H]1OC2=C(C=C1)C=C(C=C2)F ((R)-6-Fluoro-1-benzopyran-2-carboxylic acid methyl ester), [Li]CCCC (n-BuLi), CCCCCC (hexane). Run in C1CCOC1 (THF), C(C)(=O)O (acetic acid), O (water). Yields the product ClCC(=O)[C@@H]1OC2=C(C=C1)C=C(C=C2)F (2-chloro-1-((R)-6-fluoro-1-benzopyran-2-yl)-ethanone). The yield is 101.0%. As a reaction SMILES: Br[CH2:2][Cl:3].C[O:5][C:6]([C@H:8]1[CH:13]=[CH:12][C:11]2[CH:14]=[C:15]([F:18])[CH:16]=[CH:17][C:10]=2[O:9]1)=O.[Li]CCCC.CCCCCC>C1COCC1.O.C(O)(=O)C>[Cl:3][CH2:2][C:6]([C@H:8]1[CH:13]=[CH:12][C:11]2[CH:14]=[C:15]([F:18])[CH:16]=[CH:17][C:10]=2[O:9]1)=[O:5]. Reported procedure: 2.5 g of bromochloromethane (18.8 mmol) were added at room temperature to a solution of 2.0 g of (R)-6-Fluoro-1-benzopyran-2-carboxylic acid methyl ester, obtained after separation of the corresponding racemic mixture on a chiral chromatography column (9.4 mmol, 96.6% A, ee>99%), in 40 ml THF. The solution was then cooled to −80/−85° C. and 7.7 ml of 2.5 M n-BuLi in hexane (19 mmol) were slowly added to maintain the internal temperature between −75° C. and −80° C. The reaction progress was monit...